Dataset: the Open Reaction Database (ORD), a public repository of structured organic reaction records. Task: describe an organic reaction: reactants, conditions, products, and yield Reactants: [Al+3], [Al+3], C1CCOC1, COc1ccc(CC(=O)Nc2c(C)c(C)c3c(c2C)C(c2ccc(C(C)C)cc2)C(C)(C)O3)cc1, [Cl-], [Cl-], [Cl-], [H-], [H-], [H-], [H-], [Li+], [Na+], [OH-]. Product: COc1ccc(CCNc2c(C)c(C)c3c(c2C)C(c2ccc(C(C)C)cc2)C(C)(C)O3)cc1. Reaction SMILES: [Al+3:2].[Al+3:6].[CH2:48]1[O:49][CH2:50][CH2:51][CH2:52]1.[CH:11]([CH3:12])([CH3:13])[c:14]1[cH:15][cH:16][c:17]([CH:20]2[C:21]([CH3:44])([CH3:45])[O:22][c:23]3[c:24]2[c:25]([CH3:43])[c:26]([NH:31][C:32]([CH2:33][c:34]2[cH:35][cH:36][c:37]([O:40][CH3:41])[cH:38][cH:39]2)=[O:42])[c:27]([CH3:30])[c:28]3[CH3:29])[cH:18][cH:19]1.[Cl-:1].[Cl-:3].[Cl-:4].[H-:10].[H-:5].[H-:8].[H-:9].[Li+:7].[Na+:47].[OH-:46]>>[CH:11]([CH3:12])([CH3:13])[c:14]1[cH:15][cH:16][c:17]([CH:20]2[C:21]([CH3:44])([CH3:45])[O:22][c:23]3[c:24]2[c:25]([CH3:43])[c:26]([NH:31][CH2:32][CH2:33][c:34]2[cH:35][cH:36][c:37]([O:40][CH3:41])[cH:38][cH:39]2)[c:27]([CH3:30])[c:28]3[CH3:29])[cH:18][cH:19]1. Reactants: C(=S)(Cl)Cl (thiophosgene), ice, NCC=1N=NN(C1)C1=CC(=C(C=C1)N1CCS(CC1)=N)F (4-[4-(4-aminomethyl-[1,2,3]triazol-1-yl)-2-fluoro-phenyl]-1-imino-1lambda*4*-thiomorpholine), C([O-])(O)=O.[Na+] (sodium bicarbonate). As a reaction SMILES: [NH2:1][CH2:2][C:3]1[N:4]=[N:5][N:6]([C:8]2[CH:13]=[CH:12][C:11]([N:14]3[CH2:19][CH2:18][S:17](=[NH:20])[CH2:16][CH2:15]3)=[C:10]([F:21])[CH:9]=2)[CH:7]=1.[C:22](=O)(O)[O-:23].[Na+].[C:27](Cl)(Cl)=[S:28]>C(Cl)(Cl)Cl.C(OCC)(=O)C>[CH3:22][O:23][C:27](=[S:28])[NH:1][CH2:2][C:3]1[N:4]=[N:5][N:6]([C:8]2[CH:13]=[CH:12][C:11]([N:14]3[CH2:15][CH2:16][S:17](=[NH:20])[CH2:18][CH2:19]3)=[C:10]([F:21])[CH:9]=2)[CH:7]=1 |f:1.2|. The yield is 71.0%. Run in C(Cl)(Cl)Cl (CHCl3), C(C)(=O)OCC (ethyl acetate). Run at time 0.5 hour. Procedure details: To an ice-cooled solution of the 4-[4-(4-aminomethyl-[1,2,3]triazol-1-yl)-2-fluoro-phenyl]-1-imino-1lambda*4*-thiomorpholine (100 mg, 0.3 mmol), obtained in Example 32 in CHCl3 (10 ml) was added sat. sodium bicarbonate solution followed by thiophosgene (36 μl, 0.33 mmol). The reaction mixture was stirred at room temperature for 0.5 h and then diluted with ethyl acetate (30 ml). The organic portion was washed with water followed by brine and dried over sodium sulfate. Evaporation of volatiles lef... Yields the product COC(NCC=1N=NN(C1)C1=CC(=C(C=C1)N1CCS(CC1)=N)F)=S ({1-[3-Fluoro-4-(1-imino-1lambda*4*-thiomorpholin-4-yl)-phenyl]-1H-[1,2,3]triazol-4-ylmethyl}-thiocarbamic acid O-methyl ester).